From a dataset of the Open Reaction Database (ORD), a public repository of structured organic reaction records. describe an organic reaction: reactants, conditions, products, and yield Reactants: Tetrakis-(triphenylphosphine)palladium(0), BrC=1SC=C(C1)Br (2,4-dibromothiophene), B1(OCCCO1)C2=CN=CC=C2 (pyridine-3-boronic acid-1,3-propanediol cyclic ester), C(=O)([O-])[O-].[Na+].[Na+] (Na2CO3). Run in CCO (EtOH), C1(=CC=CC=C1)C (toluene). The product is BrC=1C=C(SC1)C=1C=NC=CC1 (3-(4-bromothien-2-yl)pyridine). Yield: 72.2%. As a reaction SMILES: Br[C:2]1[S:3][CH:4]=[C:5]([Br:7])[CH:6]=1.B1([C:14]2[CH:19]=[CH:18][CH:17]=[N:16][CH:15]=2)OCCCO1.C([O-])([O-])=O.[Na+].[Na+]>CCO.C1(C)C=CC=CC=1>[Br:7][C:5]1[CH:6]=[C:2]([C:14]2[CH:15]=[N:16][CH:17]=[CH:18][CH:19]=2)[S:3][CH:4]=1 |f:2.3.4|. Reported procedure: A mixture of 2,4-dibromothiophene (3 g, 12.4 mmol) and pyridine-3-boronic acid-1,3-propanediol cyclic ester (2.22 g, 13.6 mmol) in EtOH (30 ml) and toluene (30 ml) together with 2N Na2CO3 solution (12.4 ml) was degassed with a stream of N2 for 10 min. Tetrakis-(triphenylphosphine)palladium(0) (0.25 g, 0.22 mmol) was added and the reaction heated at reflux for 4 h. The mixture was concentrated under reduced pressure to remove the organic solvents and H2O (100 ml) was added. The organics were extr... Starting materials: CCOC(C)=O, C[Si](C)(C)CCOCn1nc(Sc2ccccc2)c2cc([N+](=O)[O-])ccc21. The product is C[Si](C)(C)CCOCn1nc(Sc2ccccc2)c2cc(N)ccc21. RXN SMILES: [CH3:28][CH2:29][O:30][C:31](=[O:32])[CH3:33].[N+:1]([O-:2])(=[O:3])[c:4]1[cH:5][c:6]2[c:7]([S:21][c:22]3[cH:23][cH:24][cH:25][cH:26][cH:27]3)[n:8][n:9]([CH2:13][O:14][CH2:15][CH2:16][Si:17]([CH3:18])([CH3:19])[CH3:20])[c:10]2[cH:11][cH:12]1>>[NH2:1][c:4]1[cH:5][c:6]2[c:7]([S:21][c:22]3[cH:23][cH:24][cH:25][cH:26][cH:27]3)[n:8][n:9]([CH2:13][O:14][CH2:15][CH2:16][Si:17]([CH3:18])([CH3:19])[CH3:20])[c:10]2[cH:11][cH:12]1. The reactants are C(C)(=O)O[BH-](OC(C)=O)OC(C)=O.[Na+] (sodium triacetoxyborohydride), C(C)(C)C1=CN=C(S1)NC(CC=1N=C(SC1)NCCN1CCN(CC1)C)=O (N-(5-isopropyl-1,3-thiazol-2-yl)-2-(2-{[2-(4-methyl-1piperazinyl)ethyl]amino}-1,3-thiazol-4-yl)acetamide), C=O (formaldehyde), O (water). The solvent is C(Cl)(Cl)Cl (CHCl3). Reaction conditions: time 5 hour. Product: C(C)(C)C1=CN=C(S1)NC(CC=1N=C(SC1)N(CCN1CCN(CC1)C)C)=O (N-(5-isopropyl-1,3-thiazol-2-yl)-2-(2-{methyl[2-(4-methyl-1-piperazinyl)ethyl]amino}-1,3-thiazol-4-yl)acetamide). Isolated yield 75.0%. Reaction SMILES: [CH:1]([C:4]1[S:8][C:7]([NH:9][C:10](=[O:27])[CH2:11][C:12]2[N:13]=[C:14]([NH:17][CH2:18][CH2:19][N:20]3[CH2:25][CH2:24][N:23]([CH3:26])[CH2:22][CH2:21]3)[S:15][CH:16]=2)=[N:6][CH:5]=1)([CH3:3])[CH3:2].C=O.O.[C:31](O[BH-](OC(=O)C)OC(=O)C)(=O)C.[Na+]>C(Cl)(Cl)Cl>[CH:1]([C:4]1[S:8][C:7]([NH:9][C:10](=[O:27])[CH2:11][C:12]2[N:13]=[C:14]([N:17]([CH3:31])[CH2:18][CH2:19][N:20]3[CH2:21][CH2:22][N:23]([CH3:26])[CH2:24][CH2:25]3)[S:15][CH:16]=2)=[N:6][CH:5]=1)([CH3:3])[CH3:2] |f:3.4|. Procedure: N-(5-isopropyl-1,3-thiazol-2-yl)-2-(2-{[2-(4-methyl-1piperazinyl)ethyl]amino}-1,3-thiazol-4-yl)acetamide (1 g, 2.45 mmol) and 40% formaldehyde in water (0.17 ml, 2.45 mmol) were mixed in CHCl3 (10 ml) and then treated with sodium triacetoxyborohydride (0.727 g, 3.43 mmol). The mixture was stirred at room temperature under a nitrogen atmosphere for 5 hours. The reaction mixture was quenched by adding aqueous saturated sodium bicarbonate and the product was extracted with CHCl3. The organic layer ... Starting materials: BrC(C(=O)OCC)(C)C (Ethyl 2-bromoisobutyrate), C(C=C)S (allyl mercaptan), [OH-].[K+] (potassium hydroxide). Run in C(C)O (ethyl alcohol). Product: C(C)OC(C(C)(C)SCC=C)=O (2-Allylsulfanyl-2-methyl-propionic acid ethyl ester). The yield is 35.0%. Reaction SMILES: Br[C:2]([CH3:9])([CH3:8])[C:3]([O:5][CH2:6][CH3:7])=[O:4].[CH2:10]([SH:13])[CH:11]=[CH2:12].[OH-].[K+]>C(O)C>[CH2:6]([O:5][C:3](=[O:4])[C:2]([S:13][CH2:10][CH:11]=[CH2:12])([CH3:9])[CH3:8])[CH3:7] |f:2.3|. Procedure details: Ethyl 2-bromoisobutyrate (40.0 g, 0.205 mole), allyl mercaptan (16.8 g, 0.0226 mole), potassium hydroxide (14.4 g, 0.226 mole), ethyl alcohol (100 g) were combined and reaction mixture was refluxed for six hours prior to quenching. Crude yield: 79.3%; Distilled yield: 35.0%. The reactants are [BH4-], C1CCNCC1, Cn1nc(N)nc1NCCCOc1cccc(C2OCCO2)c1, Cl, [Na+], C1CCOC1, O. Yields the product Cn1nc(N)nc1NCCCOc1cccc(CN2CCCCC2)c1. As a reaction SMILES: [BH4-:31].[CH2:25]1[CH2:26][CH2:27][NH:28][CH2:29][CH2:30]1.[CH3:1][n:2]1[n:3][c:4]([NH2:23])[n:5][c:6]1[NH:7][CH2:8][CH2:9][CH2:10][O:11][c:12]1[cH:13][c:14]([CH:18]2[O:19][CH2:20][CH2:21][O:22]2)[cH:15][cH:16][cH:17]1.[ClH:24].[Na+:32].[O:33]1[CH2:34][CH2:35][CH2:36][CH2:37]1.[OH2:38]>>[CH3:1][n:2]1[n:3][c:4]([NH2:23])[n:5][c:6]1[NH:7][CH2:8][CH2:9][CH2:10][O:11][c:12]1[cH:13][c:14]([CH2:18][N:28]2[CH2:27][CH2:26][CH2:25][CH2:30][CH2:29]2)[cH:15][cH:16][cH:17]1. Starting materials: C1(=CC=C(C=C1)CCCCBr)C (4-p-tolylbutyl bromide), C(C)OC(C(C(=O)OCC)C1=CC=CC=C1)=O (Phenylmalonic acid diethyl ester), [H-].[Na+] (sodium hydride). Run in O1CCCC1 (tetrahydrofuran), O1CCCC1 (tetrahydrofuran), O1CCCC1 (tetrahydrofuran). The product is C(C)OC(C(C(=O)OCC)(CCCCC1=CC=C(C=C1)C)C1=CC=CC=C1)=O (Phenyl-(4-(p-tolyl)-butyl)-malonic Acid Diethyl Ester). The yield is 55.0%. As a reaction SMILES: [CH2:1]([O:3][C:4](=[O:17])[CH:5]([C:11]1[CH:16]=[CH:15][CH:14]=[CH:13][CH:12]=1)[C:6]([O:8][CH2:9][CH3:10])=[O:7])[CH3:2].[H-].[Na+].[C:20]1([CH3:31])[CH:25]=[CH:24][C:23]([CH2:26][CH2:27][CH2:28][CH2:29]Br)=[CH:22][CH:21]=1>O1CCCC1>[CH2:9]([O:8][C:6](=[O:7])[C:5]([C:11]1[CH:16]=[CH:15][CH:14]=[CH:13][CH:12]=1)([CH2:29][CH2:28][CH2:27][CH2:26][C:23]1[CH:22]=[CH:21][C:20]([CH3:31])=[CH:25][CH:24]=1)[C:4]([O:3][CH2:1][CH3:2])=[O:17])[CH3:10] |f:1.2|. Procedure: Phenylmalonic acid diethyl ester (8.8 mmol) dissolved in 5 ml absolute tetrahydrofuran is added dropwise to 20 ml absolute tetrahydrofuran and sodium hydride (9.7 mmol). Then 4-p-tolylbutyl bromide (8.8 mmol) dissolved in 10 ml absolute tetrahydrofuran is added after 15 minutes. It is heated for 3 days under reflux. The solvent is concentrated in a vacuum. The residue is taken up in 50 ml ethyl acetate and extracted with 2×50 ml water. The organic phase is dried over magnesium sulfate, filtered ... Procedure details: Similar procedure as Example 13, 2-methyl-7-oxo-4,5,6,7-tetrahydro-1H-indole-3-carboxylic acid (S4) 0.2 g (1.0 mmol) and 1-amino-3-(pyrrolidin-1-yl)propan-2-ol 0.30 g (2.1 mmol) was reacted to give 0.26 g (82%) of the titled compound as a white solid. Isolated yield 81.4%. Yields the product OC(CNC(=O)C1=C(NC=2C(CCCC12)=O)C)CN1CCCC1 (N-(2-hydroxy-3-(pyrrolidin-1-yl)propyl)-2-methyl-7-oxo-4,5,6,7-tetrahydro-1H-indole-3-carboxamide). Reaction SMILES: [CH3:1][C:2]1[NH:3][C:4]2[C:5](=[O:14])[CH2:6][CH2:7][CH2:8][C:9]=2[C:10]=1[C:11]([OH:13])=O.[NH2:15][CH2:16][CH:17]([OH:24])[CH2:18][N:19]1[CH2:23][CH2:22][CH2:21][CH2:20]1>>[OH:24][CH:17]([CH2:18][N:19]1[CH2:23][CH2:22][CH2:21][CH2:20]1)[CH2:16][NH:15][C:11]([C:10]1[C:9]2[CH2:8][CH2:7][CH2:6][C:5](=[O:14])[C:4]=2[NH:3][C:2]=1[CH3:1])=[O:13]. The reactants are CC=1NC=2C(CCCC2C1C(=O)O)=O (2-methyl-7-oxo-4,5,6,7-tetrahydro-1H-indole-3-carboxylic acid), NCC(CN1CCCC1)O (1-amino-3-(pyrrolidin-1-yl)propan-2-ol). The reactants are FCBr, O=C([O-])[O-], CC(C)c1nc(COCc2ccccc2)[nH]c1Sc1cc(Cl)cc(Cl)c1, CS(C)=O, [K+], [K+], O. Yields the product CC(C)c1nc(COCc2ccccc2)n(CF)c1Sc1cc(Cl)cc(Cl)c1. RXN SMILES: [Br:33][CH2:34][F:35].[C:27](=[O:28])([O-:29])[O-:30].[CH2:1]([c:2]1[cH:3][cH:4][cH:5][cH:6][cH:7]1)[O:8][CH2:9][c:10]1[nH:11][c:12]([S:18][c:19]2[cH:20][c:21]([Cl:26])[cH:22][c:23]([Cl:25])[cH:24]2)[c:13]([CH:15]([CH3:16])[CH3:17])[n:14]1.[CH3:36][S:37]([CH3:38])=[O:39].[K+:31].[K+:32].[OH2:40]>>[CH2:1]([c:2]1[cH:3][cH:4][cH:5][cH:6][cH:7]1)[O:8][CH2:9][c:10]1[n:11]([CH2:34][F:35])[c:12]([S:18][c:19]2[cH:20][c:21]([Cl:26])[cH:22][c:23]([Cl:25])[cH:24]2)[c:13]([CH:15]([CH3:16])[CH3:17])[n:14]1. Reactants: [C-]#[N+]CC(=O)OCC, C=C(C=O)C(C)C. The product is C=C(C(C)C)C1OC=NC1C(=O)OCC. Reaction SMILES: [CH2:8]([CH3:9])[O:10][C:11]([CH2:12][N+:13]#[C-:14])=[O:15].[CH3:1][CH:2]([C:3]([CH:4]=[O:5])=[CH2:6])[CH3:7]>>[CH3:1][CH:2]([C:3]([CH:4]1[O:5][CH:14]=[N:13][CH:12]1[C:11]([O:10][CH2:8][CH3:9])=[O:15])=[CH2:6])[CH3:7]. Reactants: [Li+].CC(C)[N-]C(C)C (LDA), OC1=CC=2C=3C4=C(C(=CC3NC2C=C1)I)C(NC4=O)=O (9-hydroxy-4-iodopyrrolo[3,4-c]carbazole-1,3(2H,6H)-dione), [Br-].ClC1=C(C[P+](C2=CC=CC=C2)(C2=CC=CC=C2)C2=CC=CC=C2)C(=CC(=C1)OC)Cl ((2,6-Dichloro-4-methoxybenzyl)(triphenyl)phosphonium bromide), aldehyde, aldehyde. Reaction conditions: time 5 hour. Yields the product ClC1=C(C(=CC(=C1)OC)Cl)/C=C/C=1NC2=CC=C(C=C2C1)OC (2-[(E)-2-(2,6-Dichloro-4-methoxyphenyl)ethenyl]-5-methoxy-1H-indole). Reaction SMILES: [OH:1][C:2]1[CH:14]=[CH:13][C:12]2[NH:11][C:10]3[CH:9]=C(I)C4C(=O)NC(=O)C=4[C:5]=3[C:4]=2[CH:3]=1.[Br-].[Cl:22][C:23]1[CH:48]=[C:47]([O:49][CH3:50])[CH:46]=[C:45]([Cl:51])[C:24]=1[CH2:25][P+](C1C=CC=CC=1)(C1C=CC=CC=1)C1C=CC=CC=1.[Li+].[CH3:53]C([N-]C(C)C)C>>[Cl:51][C:45]1[CH:46]=[C:47]([O:49][CH3:50])[CH:48]=[C:23]([Cl:22])[C:24]=1/[CH:25]=[CH:9]/[C:10]1[NH:11][C:12]2[C:4]([CH:5]=1)=[CH:3][C:2]([O:1][CH3:53])=[CH:14][CH:13]=2 |f:1.2,3.4|. Procedure details: The 5-methoxy-1H-indole-2-carbaldehyde (1) was reacted with (2,6-dichloro-4-methoxybenzyl)(triphenyl)phosphonium bromide (521), prepared as described in example 112, using the procedure described in example 37, except that the aldehyde was added at 0° C., the ratio of LDA:aldehyde was 1.37:1 and the reaction time was 5 h, to give (after crystallisation from CH2Cl2/hexane) the diene (522) as a cream solid (the pure E isomer) (70%), mp 128–129° C. 1H NMR (CDCl3) δ 8.17 (br s, 1H), 7.25 (d, J=8.7 H...